From a dataset of the Open Reaction Database (ORD), a public repository of structured organic reaction records. describe an organic reaction: reactants, conditions, products, and yield Reactants: BrC=1C=C(NC1)C(C(Cl)(Cl)Cl)=O (1-(4-bromo-1H-pyrrol-2-yl)-2,2,2-trichloroethanone), CCN(C(C)C)C(C)C (DIPEA), FC(C(=O)O)(F)F.NC/C=C/C(=O)OCC ((E)-ethyl 4-aminobut-2-enoate 2,2,2-trifluoroacetate). Run in C(Cl)Cl (DCM), C(Cl)Cl (DCM). Conditions: time 6 hour. Product: BrC=1C=C(NC1)C(=O)NC/C=C/C(=O)OCC ((E)-ethyl 4-(4-bromo-1H-pyrrole-2-carboxamido)but-2-enoate). Isolated yield 94.7%. As a reaction SMILES: [Br:1][C:2]1[CH:3]=[C:4]([C:7](=[O:12])C(Cl)(Cl)Cl)[NH:5][CH:6]=1.CCN(C(C)C)C(C)C.FC(F)(F)C(O)=O.[NH2:29][CH2:30]/[CH:31]=[CH:32]/[C:33]([O:35][CH2:36][CH3:37])=[O:34]>C(Cl)Cl>[Br:1][C:2]1[CH:3]=[C:4]([C:7]([NH:29][CH2:30]/[CH:31]=[CH:32]/[C:33]([O:35][CH2:36][CH3:37])=[O:34])=[O:12])[NH:5][CH:6]=1 |f:2.3|. Reported procedure: Prepared according to WO 2010/031816. A 250 mL RBF containing 1-(4-bromo-1H-pyrrol-2-yl)-2,2,2-trichloroethanone (Combi-Blocks Inc. San Diego, Calif., 2.40 g, 8.24 mmol) was treated with DCM (80 mL) followed by DIPEA (10 mL, 57.7 mmol). To this stirring solution at RT was slowly added (E)-ethyl 4-aminobut-2-enoate 2,2,2-trifluoroacetate (4.01 g, 16.47 mmol) in DCM (20 mL), and the resulting solution was stirred at RT for 6 h. The reaction mixture was then concentrated in vacuo, and the residue w...